This data is from the Open Reaction Database (ORD), a public repository of structured organic reaction records. The task is: describe an organic reaction: reactants, conditions, products, and yield The reactants are [BH3-]C#N, CCOC(=O)C1CCCNC1, CO, [Cl-], [Cl-], [Na+], [Zn+2], O=CC1c2ccccc2CCc2ccccc21. Product: CCOC(=O)C1CCCN(CC2c3ccccc3CCc3ccccc32)C1. RXN SMILES: [C:1]([BH3-:2])#[N:3].[CH2:22]([CH3:23])[O:24][C:25](=[O:26])[CH:27]1[CH2:28][NH:29][CH2:30][CH2:31][CH2:32]1.[CH3:33][OH:34].[Cl-:35].[Cl-:37].[Na+:4].[Zn+2:36].[cH:5]1[cH:6][cH:7][cH:8][c:9]2[c:15]1[CH2:14][CH2:13][c:12]1[c:11]([cH:19][cH:18][cH:17][cH:16]1)[CH:10]2[CH:20]=[O:21]>>[cH:5]1[cH:6][cH:7][cH:8][c:9]2[c:15]1[CH2:14][CH2:13][c:12]1[c:11]([cH:19][cH:18][cH:17][cH:16]1)[CH:10]2[CH2:20][N:29]1[CH2:28][CH:27]([C:25]([O:24][CH2:22][CH3:23])=[O:26])[CH2:32][CH2:31][CH2:30]1. Reactants: Cl (hydrochloride), N[C@H](C(=O)OCC)CC1=CC=C(C=C1)[N+](=O)[O-] (ethyl (S)-2-amino-3-(4-nitrophenyl)propionate), FC(S(=O)(=O)Cl)(F)F (trifluoromethylsulfonyl chloride), CN1CCOCC1 (N-methylmorpholine). Solvent: C(C)#N (Acetonitrile), O (Water). Reaction conditions: time 2 hour. The product is FC(S(=O)(=O)N[C@H](C(=O)OCC)CC1=CC=C(C=C1)[N+](=O)[O-])(F)F (ethyl (S)-2-(trifluoromethylsulfonylamino)-3-(4-nitrophenyl)propionate). The yield is 42.0%. Reaction SMILES: Cl.[NH2:2][C@@H:3]([CH2:9][C:10]1[CH:15]=[CH:14][C:13]([N+:16]([O-:18])=[O:17])=[CH:12][CH:11]=1)[C:4]([O:6][CH2:7][CH3:8])=[O:5].[F:19][C:20]([F:26])([F:25])[S:21](Cl)(=[O:23])=[O:22].CN1CCOCC1>O.C(#N)C>[F:19][C:20]([F:26])([F:25])[S:21]([NH:2][C@@H:3]([CH2:9][C:10]1[CH:11]=[CH:12][C:13]([N+:16]([O-:18])=[O:17])=[CH:14][CH:15]=1)[C:4]([O:6][CH2:7][CH3:8])=[O:5])(=[O:23])=[O:22]. Procedure details: Acetonitrile (100 ml) was added to hydrochloride (4.00 g, 14.6 mmol) of ethyl (S)-2-amino-3-(4-nitrophenyl)propionate and trifluoromethylsulfonyl chloride (2.5 ml, 23.5 mmol) and then N-methylmorpholine (3.2 ml, 29.1 mmol) were added. The mixture was stirred at room temperature for 2 hours. Water (100 ml) was poured into the reaction mixture and the mixture was extracted with ethyl acetate. The extract was washed with water and dried over anhydrous magnesium sulfate. After filtration, low boilin... Starting materials: FC(C1=NC2=C(N1C1=NC(=NC(=N1)N1CCOCC1)C1=CC=C(C=C1)NC(OC(C)(C)C)=O)C=CC=C2OC)F (tert-butyl 4-[4-[2-(difluoromethyl)-4-methoxy-1H-benzimidazol-1-yl]-6-(4-morpholinyl)-1,3,5-triazin-2-yl]phenylcarbamate), C(=O)(C(F)(F)F)O (TFA), N (NH3). Run in C(Cl)Cl (CH2Cl2). Product: FC(C1=NC2=C(N1C1=NC(=NC(=N1)N1CCOCC1)C1=CC=C(N)C=C1)C=CC=C2OC)F (4-[4-[2-(difluoromethyl)-4-methoxy-1H-benzimidazol-1-yl]-6-(4-morpholinyl)-1,3,5-triazin-2-yl]aniline). Yield: 88.3%. Reaction SMILES: [F:1][CH:2]([F:40])[C:3]1[N:7]([C:8]2[N:13]=[C:12]([N:14]3[CH2:19][CH2:18][O:17][CH2:16][CH2:15]3)[N:11]=[C:10]([C:20]3[CH:25]=[CH:24][C:23]([NH:26]C(=O)OC(C)(C)C)=[CH:22][CH:21]=3)[N:9]=2)[C:6]2[CH:34]=[CH:35][CH:36]=[C:37]([O:38][CH3:39])[C:5]=2[N:4]=1.C(O)(C(F)(F)F)=O.N>C(Cl)Cl>[F:40][CH:2]([F:1])[C:3]1[N:7]([C:8]2[N:13]=[C:12]([N:14]3[CH2:19][CH2:18][O:17][CH2:16][CH2:15]3)[N:11]=[C:10]([C:20]3[CH:21]=[CH:22][C:23]([NH2:26])=[CH:24][CH:25]=3)[N:9]=2)[C:6]2[CH:34]=[CH:35][CH:36]=[C:37]([O:38][CH3:39])[C:5]=2[N:4]=1. Procedure: Reaction of the above carbamate (300 mg, 0.542 mmol) with an excess of TFA (2 mL) in CH2Cl2 (10 mL) at room temperature for 3 hrs, followed by treatment with aq. NH3 gave 4-[4-[2-(difluoromethyl)-4-methoxy-1H-benzimidazol-1-yl]-6-(4-morpholinyl)-1,3,5-triazin-2-yl]aniline (217 mg, 88%), which was used in the next step without further purification: 1H NMR (DMSO-d6) δ 8.17 (d, J=8.7 Hz, 2H), 8.05 (dd, J=8.3, 0.4 Hz, 1H), 7.80 (t, JHF=52.9 Hz, 1H), 7.47 (t, J=8.2 Hz, 1H), 6.99 (d, J=7.8 Hz, 1H), 6.... Starting materials: CC1=CC=C(O1)CCO (5-Methyl-2-furanethanol), N1C=NC=C1 (imidazole), C(C)OCC (diethyl ether), [Si](C)(C)(C(C)(C)C)Cl (tert-butyldimethylsilyl chloride). Solvent: CN(C)C=O (DMF). Reaction conditions: time 2 hour. Product: CC(C)(C)[Si](OCCC=1OC(=CC1)C)(C)C (2-[2-[[(1,1-Dimethylethyl)dimethylsilyl]oxy]ethyl]-5-methylfuran). Reaction SMILES: [CH3:1][C:2]1[O:6][C:5]([CH2:7][CH2:8][OH:9])=[CH:4][CH:3]=1.N1C=CN=C1.[Si:15](Cl)([C:18]([CH3:21])([CH3:20])[CH3:19])([CH3:17])[CH3:16].C(OCC)C>CN(C=O)C>[CH3:19][C:18]([Si:15]([CH3:17])([CH3:16])[O:9][CH2:8][CH2:7][C:5]1[O:6][C:2]([CH3:1])=[CH:3][CH:4]=1)([CH3:21])[CH3:20]. Procedure details: To a solution of compound 21A (2.00 g, 15.9 mmol) in DMF (50 mL) was added imidazole (1.62 g, 23.9 mmol), followed by tert-butyldimethylsilyl chloride (2.63 g, 17.5 mmol). After 2 h at 25° C., the reaction was poured into diethyl ether (300 mL) and washed with water (1×100 mL), 1 N HCl (1×100 mL), water (1×100 mL), brine (1×50 mL) and dried over anhydrous MgSO4. Crude compound 204A was analyzed by LCMS and NMR and determined to be pure enough to be carried on directly to the next step. HPLC: 100...